From a dataset of the Open Reaction Database (ORD), a public repository of structured organic reaction records. describe an organic reaction: reactants, conditions, products, and yield Reactants: FC(C=1C=C(C=C2C=NNC12)C(=O)O)(F)F (7-(trifluoromethyl)-1H-indazole-5-carboxylic acid), BrC=1C=C2C=C(N=CC2=CC1)NC (6-bromo-N-methylisoquinolin-3-amine), crude material, O (water), O.[OH-].[Li+] (lithium hydroxide monohydrate), CO (methanol). Run at time 8 hour. Yields the product CNC=1N=CC2=CC=C(C=C2C1)C(=O)OC (Methyl 3-(methylamino)isoquinoline-6-carboxylate), CNC=1N=CC2=CC=C(C=C2C1)C(=O)O (3-(methylamino)isoquinoline-6-carboxylic acid). Yield: 89.0%. RXN SMILES: FC(F)(F)[C:3]1[CH:4]=[C:5]([C:12]([OH:14])=[O:13])[CH:6]=[C:7]2[C:11]=1NN=[CH:8]2.Br[C:18]1[CH:19]=[C:20]2[C:25](=[CH:26][CH:27]=1)[CH:24]=[N:23][C:22]([NH:28][CH3:29])=[CH:21]2.O.O.[OH-].[Li+].[CH3:34]O>>[CH3:29][NH:28][C:22]1[N:23]=[CH:24][C:11]2[C:7]([CH:8]=1)=[CH:6][C:5]([C:12]([O:14][CH3:34])=[O:13])=[CH:4][CH:3]=2.[CH3:29][NH:28][C:22]1[N:23]=[CH:24][C:25]2[C:20]([CH:21]=1)=[CH:19][C:18]([C:12]([OH:14])=[O:13])=[CH:27][CH:26]=2 |f:3.4.5|. Reported procedure: Methyl 3-(methylamino)isoquinoline-6-carboxylate was prepared by a method analogous to that described in Step 3 of Intermediate 21, using 6-bromo-N-methylisoquinolin-3-amine. To the crude material (580 mg, 2.7 mmol) was added water (5 mL), methanol (5 mL), and lithium hydroxide monohydrate (300 mg, 7 mmol). The mixture was stirred at room temperature overnight. The reaction was concentrated and the residue was acidified to pH=5 with 1 N aqueous hydrochloric acid. The resulting residue was dried ... Reactants: [BH4-], CO, [K+], CC(=O)c1nc(-c2ccccc2)[nH]c1C. Yields the product Cc1[nH]c(-c2ccccc2)nc1C(C)O. As a reaction SMILES: [BH4-:1].[CH3:18][OH:19].[K+:2].[c:3]1(-[c:9]2[nH:10][c:11]([CH3:17])[c:12]([C:14]([CH3:15])=[O:16])[n:13]2)[cH:4][cH:5][cH:6][cH:7][cH:8]1>>[c:3]1(-[c:9]2[nH:10][c:11]([CH3:17])[c:12]([CH:14]([CH3:15])[OH:16])[n:13]2)[cH:4][cH:5][cH:6][cH:7][cH:8]1. Reactants: C(C1=CC=CC=C1)=O (benzaldehyde), C(CCC)[Li] (n-butyllithium), N,N,N′-trimethylethane-1,2-diaminene. Yields the product OC1=CCC2=CC=CC=C12 (3-hydroxyindene). Reaction SMILES: [CH:1](=[O:8])[C:2]1[CH:7]=[CH:6][CH:5]=[CH:4][CH:3]=1.[CH2:9]([Li])[CH2:10]CC>>[OH:8][C:1]1[C:2]2[C:7](=[CH:6][CH:5]=[CH:4][CH:3]=2)[CH2:10][CH:9]=1. Procedure: Alternatively, compounds of formula I can be prepared as shown in Scheme 10. A benzaldehyde derivative 7-1 can be alkylated by treatment with n-butyllithium in the presence of N,N,N′-trimethylethane-1,2-diaminene followed by quenching with acrolein. The resulting semiacetal 10-1 can be converted to an olefin by treating with Ph3PCH3Br/n-butyllithium. Cyclization using Grubbs catalyst gives rise to 3-hydroxyindene derivative 10-3 which can be subjected to an oxidation using an oxidant such as pyr... The reactants are C(C)(=O)O[BH-](OC(C)=O)OC(C)=O.[Na+] (sodium triacetoxyborohydride), [OH-].[Na+] (sodium hydroxide), TEA, C(=O)C1=CC=C(C=C1)C#CC1=CC=C(C(=O)N([C@@](C(=O)NC)(C(=O)NOC2OCCCC2)C)C)C=C1 ((2S)-2-[{4-[(4-formylphenyl)ethynyl]benzoyl}(methyl)amino]-N,2-dimethyl-N′-(tetrahydro-2H-pyran-2-yloxy)propanediamide), C1CNCCOC1.Cl (homomorpholine hydrochloride). Solvent: C(C)(=O)OCC (ethyl acetate), O (Water), C(Cl)(Cl)Cl (chloroform), C(C)(=O)O (acetic acid). Reaction conditions: time 3.5 hour. Product: CNC([C@@](C(=O)NOC1OCCCC1)(N(C(C1=CC=C(C=C1)C#CC1=CC=C(C=C1)CN1CCOCCC1)=O)C)C)=O ((2S)-N,2-dimethyl-2-[methyl(4-{[4-(1,4-oxazepan-4-ylmethyl)phenyl]ethynyl}benzoyl)amino]-N′-(tetrahydro-2H-pyran-2-yloxy)propanediamide). Yield: 69.1%. As a reaction SMILES: [CH:1]([C:3]1[CH:8]=[CH:7][C:6]([C:9]#[C:10][C:11]2[CH:36]=[CH:35][C:14]([C:15]([N:17]([CH3:34])[C@:18]([CH3:33])([C:23]([NH:25][O:26][CH:27]3[CH2:32][CH2:31][CH2:30][CH2:29][O:28]3)=[O:24])[C:19]([NH:21][CH3:22])=[O:20])=[O:16])=[CH:13][CH:12]=2)=[CH:5][CH:4]=1)=O.[CH2:37]1[CH2:43][O:42][CH2:41][CH2:40][NH:39][CH2:38]1.Cl.C(O[BH-](OC(=O)C)OC(=O)C)(=O)C.[Na+].[OH-].[Na+]>C(OCC)(=O)C.O.C(Cl)(Cl)Cl.C(O)(=O)C>[CH3:22][NH:21][C:19](=[O:20])[C@:18]([CH3:33])([N:17]([CH3:34])[C:15](=[O:16])[C:14]1[CH:35]=[CH:36][C:11]([C:10]#[C:9][C:6]2[CH:7]=[CH:8][C:3]([CH2:1][N:39]3[CH2:38][CH2:37][CH2:43][O:42][CH2:41][CH2:40]3)=[CH:4][CH:5]=2)=[CH:12][CH:13]=1)[C:23]([NH:25][O:26][CH:27]1[CH2:32][CH2:31][CH2:30][CH2:29][O:28]1)=[O:24] |f:1.2,3.4,5.6|. Procedure: TEA (1.6 mL) and acetic acid (0.8 mL) were added to a chloroform (13 mL) solution of (2S)-2-[{4-[(4-formylphenyl)ethynyl]benzoyl}(methyl)amino]-N,2-dimethyl-N′-(tetrahydro-2H-pyran-2-yloxy)propanediamide (3.7 g) as obtained in Example 16-(1) and homomorpholine hydrochloride (1.6 g). Under ice cooling, sodium triacetoxyborohydride (2.6 g) was added in divided portions in a nitrogen atmosphere, and the mixture was stirred for 3.5 hours at room temperature. Water and ethyl acetate were added, the m... Starting materials: NC1=NC(C2=C(N1)NC=C2CCC2=CC=C(C(=O)O)C=C2)=O (4-[2-(2-amino-4,7-dihydro-4-oxo-1H-pyrrolo[2,3-d]pyrimidin-5-yl)ethyl]benzoic acid), N[C@@H](CCC(=O)OCC)C(=O)OCC (diethyl L-glutamate). Yields the product C(C)OC([C@@H](NC(C1=CC=C(C=C1)CCC1=CNC=2NC(=NC(C21)=O)N)=O)CCC(=O)OCC)=O (4-[2-(2-amino-4,7-dihydro-4-oxo-1H-pyrrolo[2,3-d]pyrimidin-5-yl)ethyl]benzoyl-L-glutamic acid diethyl ester). RXN SMILES: [NH2:1][C:2]1[NH:7][C:6]2[NH:8][CH:9]=[C:10]([CH2:11][CH2:12][C:13]3[CH:21]=[CH:20][C:16]([C:17]([OH:19])=O)=[CH:15][CH:14]=3)[C:5]=2[C:4](=[O:22])[N:3]=1.[NH2:23][C@H:24]([C:32]([O:34][CH2:35][CH3:36])=[O:33])[CH2:25][CH2:26][C:27]([O:29][CH2:30][CH3:31])=[O:28]>>[CH2:35]([O:34][C:32](=[O:33])[C@H:24]([CH2:25][CH2:26][C:27]([O:29][CH2:30][CH3:31])=[O:28])[NH:23][C:17](=[O:19])[C:16]1[CH:20]=[CH:21][C:13]([CH2:12][CH2:11][C:10]2[C:5]3[C:4](=[O:22])[N:3]=[C:2]([NH2:1])[NH:7][C:6]=3[NH:8][CH:9]=2)=[CH:14][CH:15]=1)[CH3:36]. Procedure details: condensing 4-[2-(2-amino-4,7-dihydro-4-oxo-1H-pyrrolo[2,3-d]pyrimidin-5-yl)ethyl]benzoic acid with diethyl L-glutamate hydrochlorate to give N-[4-[2-(2-amino-4,7-dihydro-4-oxo-1H-pyrrolo[2,3-d]pyrimidin-5-yl)ethyl]benzoyl-L-glutamic acid diethyl ester, and then forming a p-toluenesulfonate salt thereof; and Starting materials: C(C1=CC=CC=C1)C=1SC=C(N1)C1=CC=NC=C1 (2-benzyl-4-(4-pyridyl)thiazole), [Mn](=O)(=O)(=O)[O-].[K+] (potassium permanganate). The reagents and catalysts are [I-].C(CCCCC)[N+](CCCCCC)(CCCCCC)CCCCCC (tetrahexyl ammonium iodide). The solvent is C1=CC=CC=C1 (benzene), O (water). Product: C1(=CC=CC=C1)C(=O)C=1SC=C(N1)C1=CC=NC=C1 (1-phenyl-1-[4-(4-pyridyl)-2-thiazolyl]methanone). Yield: 18.8%. RXN SMILES: [CH2:1]([C:8]1[S:9][CH:10]=[C:11]([C:13]2[CH:18]=[CH:17][N:16]=[CH:15][CH:14]=2)[N:12]=1)[C:2]1[CH:7]=[CH:6][CH:5]=[CH:4][CH:3]=1.[Mn]([O-])(=O)(=O)=[O:20].[K+]>C1C=CC=CC=1.O.[I-].C([N+](CCCCCC)(CCCCCC)CCCCCC)CCCCC>[C:2]1([C:1]([C:8]2[S:9][CH:10]=[C:11]([C:13]3[CH:14]=[CH:15][N:16]=[CH:17][CH:18]=3)[N:12]=2)=[O:20])[CH:3]=[CH:4][CH:5]=[CH:6][CH:7]=1 |f:1.2,5.6|. Procedure: To a mixture of 2-benzyl-4-(4-pyridyl)thiazole (3.00 g, 0.01 mol) and potassium permanganate (3.16 g, 0.02 mol) in benzene (30 mL) and water (60 mL) was added tetrahexyl ammonium iodide (0.96 g, 0.02 mol). The biphasic mixture was heated at reflux for 15 hours. After cooling the organic layer was separated and concentrated. The residue was taken up in ethyl acetate, filtered through silica gel, concentrated and chromatographed (ethyl acetate/hexane as eluant). Recrystallization from ethyl acetat... Starting materials: CC#N, CC(NC(=O)OCCCCCl)C(=O)C(S)C(C)C(=O)N1CCCC1C(=O)O, [I-], [Na+]. The product is CC(NC(=O)OCCCCI)C(=O)C(S)C(C)C(=O)N1CCCC1C(=O)O. Reaction SMILES: [CH3:30][C:31]#[N:32].[Cl:1][CH2:2][CH2:3][CH2:4][CH2:5][O:6][C:7](=[O:8])[NH:9][CH:10]([CH3:11])[C:12](=[O:13])[CH:14]([CH:15]([C:16](=[O:17])[N:18]1[CH:19]([C:20](=[O:21])[OH:22])[CH2:23][CH2:24][CH2:25]1)[CH3:26])[SH:27].[I-:28].[Na+:29]>>[CH2:2]([CH2:3][CH2:4][CH2:5][O:6][C:7](=[O:8])[NH:9][CH:10]([CH3:11])[C:12](=[O:13])[CH:14]([CH:15]([C:16](=[O:17])[N:18]1[CH:19]([C:20](=[O:21])[OH:22])[CH2:23][CH2:24][CH2:25]1)[CH3:26])[SH:27])[I:28].